From a dataset of the Open Reaction Database (ORD), a public repository of structured organic reaction records. describe an organic reaction: reactants, conditions, products, and yield Reactants: ClCCl, N#CC1(CO)CC1, Cc1ccc(S(=O)(=O)Cl)cc1, c1ccncc1. The product is Cc1ccc(S(=O)(=O)OCC2(C#N)CC2)cc1. Reaction SMILES: [Cl:25][CH2:26][Cl:27].[OH:1][CH2:2][C:3]1([C:6]#[N:7])[CH2:4][CH2:5]1.[c:14]1([CH3:24])[cH:15][cH:16][c:17]([S:20](=[O:21])(=[O:22])[Cl:23])[cH:18][cH:19]1.[cH:8]1[cH:9][cH:10][n:11][cH:12][cH:13]1>>[O:1]([CH2:2][C:3]1([C:6]#[N:7])[CH2:4][CH2:5]1)[S:20]([c:17]1[cH:16][cH:15][c:14]([CH3:24])[cH:19][cH:18]1)(=[O:21])=[O:22]. Starting materials: [N+](=O)([O-])C1=C2C=CN=CC2=CC=C1 (5-nitroisoquinoline), ICCC (iodopropane), CCO (EtOH). Reported procedure: A solution of 5-nitroisoquinoline (25 g, 0.144 mol) and iodopropane (36.7 g, 0.216 mol) in 500 mL of EtOH was converted to the title compound by the procedures described in Example 1. The crude title compound was purified by chromatography (silica gel, 95:5 EtOAc:EtOH). The purified product was recrystallized from iPr2O/THF to give the title compound as a white solid (3.33 g, 18%), mp=123° C. Reaction SMILES: [N+:1]([C:4]1[CH:13]=[CH:12][CH:11]=[C:10]2[C:5]=1[CH:6]=[CH:7][N:8]=[CH:9]2)([O-])=O.I[CH2:15][CH2:16][CH3:17].[CH3:18][CH2:19][OH:20]>>[CH2:15]([N:8]1[CH2:7][CH2:6][C:5]2[C:10](=[CH:11][CH:12]=[CH:13][C:4]=2[NH:1][C:19](=[O:20])[CH3:18])[CH2:9]1)[CH2:16][CH3:17]. Yields the product C(CC)N1CC2=CC=CC(=C2CC1)NC(C)=O (N-(1,2,3,4-tetrahydro-2-propyl-5-isoquinolinyl)-acetamide). Starting materials: CC(=O)C1=C(C=CC2=CC=CC=C21)O (2-hydroxy-1-acetonaphthone), C(#N)CC(=O)OCC (ethyl cyanoacetate). The solvent is [O-]CC.[Na+] (sodium ethoxide). Yields the product CC1=C(C(OC=2C=CC3=C(C12)C=CC=C3)=O)C#N (1-methyl-3-oxo-3H-benzo[f]chromene-2-carbonitrile). Yield: 37.8%. As a reaction SMILES: [CH3:1][C:2]([C:4]1[C:13]2[C:8](=[CH:9][CH:10]=[CH:11][CH:12]=2)[CH:7]=[CH:6][C:5]=1[OH:14])=O.[C:15]([CH2:17][C:18](OCC)=[O:19])#[N:16]>[O-]CC.[Na+]>[CH3:1][C:2]1[C:4]2[C:13]3[CH:12]=[CH:11][CH:10]=[CH:9][C:8]=3[CH:7]=[CH:6][C:5]=2[O:14][C:18](=[O:19])[C:17]=1[C:15]#[N:16] |f:2.3|. Reported procedure: To a mixture of sodium ethoxide (100 ml; prepared from 1.38 g sodium and 100 ml ethanol) and 2-hydroxy-1-acetonaphthone (11.29 g, 0.06 mol) was added ethyl cyanoacetate (11.1 ml, 0.1 mol). The resulting mixture was stirred at reflux temperature for 2 h. The reaction mixture was cooled in a ice bath and the precipitate was filtered off and washed with water (20 ml) and cold ethanol (3×20 ml), dried in vacuo at 50° C. for 18 h which afforded (9 g) of crude product. The crude product (9 g) was recr... Starting materials: C1(CC1)NC=1N=NC(=CC1)C#C (N-cyclopropyl-6-ethynylpyridazin-3-amine), IC=1C=C(C(=O)NC2=CC(=C(C=C2)CN2CCN(CC2)C)C(F)(F)F)C=CC1C (3-iodo-4-methyl-N-(4-((4-methylpiperazin-1-yl)methyl)-3-(trifluoromethyl)phenyl)benzamide). Product: C1(CC1)NC1=CC=C(N=N1)C#CC=1C=C(C(=O)NC2=CC(=C(C=C2)CN2CCN(CC2)C)C(F)(F)F)C=CC1C (3-(2-(6-(Cyclopropylamino)pyridazin-3-yl)ethynyl)-4-methyl-N-(4-((4-methylpiperazin-1-yl)methyl)-3-(trifluoromethyl)phenyl)benzamide). RXN SMILES: [CH:1]1([NH:4][C:5]2[N:6]=[N:7][C:8]([C:11]#[CH:12])=[CH:9][CH:10]=2)[CH2:3][CH2:2]1.I[C:14]1[CH:15]=[C:16]([CH:38]=[CH:39][C:40]=1[CH3:41])[C:17]([NH:19][C:20]1[CH:25]=[CH:24][C:23]([CH2:26][N:27]2[CH2:32][CH2:31][N:30]([CH3:33])[CH2:29][CH2:28]2)=[C:22]([C:34]([F:37])([F:36])[F:35])[CH:21]=1)=[O:18]>>[CH:1]1([NH:4][C:5]2[N:6]=[N:7][C:8]([C:11]#[C:12][C:39]3[CH:38]=[C:16]([CH:15]=[CH:14][C:40]=3[CH3:41])[C:17]([NH:19][C:20]3[CH:25]=[CH:24][C:23]([CH2:26][N:27]4[CH2:32][CH2:31][N:30]([CH3:33])[CH2:29][CH2:28]4)=[C:22]([C:34]([F:37])([F:36])[F:35])[CH:21]=3)=[O:18])=[CH:9][CH:10]=2)[CH2:3][CH2:2]1. Reported procedure: The title compound was synthesized from N-cyclopropyl-6-ethynylpyridazin-3-amine and 3-iodo-4-methyl-N-(4-((4-methylpiperazin-1-yl)methyl)-3-(trifluoromethyl)phenyl)benzamide (as prepared above) in a manner similar to that described for in Example 1. The product was obtained as a pale yellow solid. Mp: 68-69° C.; 1H NMR (300 MHz, CDCl3) δ: 8.84 (1H, s), 7.99-8.01 (2H, d, J=6.0 Hz), 7.95-7.98 (1H, d, J=9.0 Hz), 7.82-7.85 (1H, d, J=9.0 Hz), 7.71-7.73 (1H, d, J=6.0 Hz), 7.40-7.43 (1H, d, J=9.0 Hz),... The reactants are C(C)OC(C(C)(C)OC1=CC=C(C=C1)OCCC=1N=C(OC1C)C1=CC=C(C=C1)C1=CC=C(C=C1)C(F)(F)F)=O (2-(4-{2-[2-(4′-trifluoromethylbiphenyl-4-yl)-5-methyloxazol-4-yl]ethoxy}phenoxy)-2-methylpropionic acid ethyl ester), [OH-].[Li+] (lithium hydroxide), solution, C(C)O (ethanol), Cl (HCl). Solvent: O (water). The product is FC(C1=CC=C(C=C1)C1=CC=C(C=C1)C=1OC(=C(N1)CCOC1=CC=C(OC(C(=O)O)(C)C)C=C1)C)(F)F (2-(4-{2-[2-(4′-trifluoromethylbiphenyl-4-yl)-5-methyloxazol-4-yl]ethoxy}phenoxy)-2-methylpropionic acid). Reaction SMILES: C([O:3][C:4](=[O:40])[C:5]([O:8][C:9]1[CH:14]=[CH:13][C:12]([O:15][CH2:16][CH2:17][C:18]2[N:19]=[C:20]([C:24]3[CH:29]=[CH:28][C:27]([C:30]4[CH:35]=[CH:34][C:33]([C:36]([F:39])([F:38])[F:37])=[CH:32][CH:31]=4)=[CH:26][CH:25]=3)[O:21][C:22]=2[CH3:23])=[CH:11][CH:10]=1)([CH3:7])[CH3:6])C.[OH-].[Li+].C(O)C.Cl>O>[F:39][C:36]([F:37])([F:38])[C:33]1[CH:34]=[CH:35][C:30]([C:27]2[CH:26]=[CH:25][C:24]([C:20]3[O:21][C:22]([CH3:23])=[C:18]([CH2:17][CH2:16][O:15][C:12]4[CH:11]=[CH:10][C:9]([O:8][C:5]([CH3:6])([CH3:7])[C:4]([OH:40])=[O:3])=[CH:14][CH:13]=4)[N:19]=3)=[CH:29][CH:28]=2)=[CH:31][CH:32]=1 |f:1.2|. Procedure details: To a 20 mL round-bottomed flask equipped for magnetic stirring and fitted with a reflux condenser was added 2-(4-{2-[2-(4′-trifluoromethylbiphenyl-4-yl)-5-methyloxazol-4-yl]ethoxy}phenoxy)-2-methylpropionic acid ethyl ester (0.268 mmoles), lithium hydroxide (0.535 mmoles, 0.268 mL of a 2N solution), and ethanol (5 mL). This solution was heated to reflux for 2 h. Distilled water was added to the mixture and the pH was adjusted to 3 using a 1 N HCl solution. The organic layer was extracted with et...